Task: describe an organic reaction: reactants, conditions, products, and yield. Dataset: the Open Reaction Database (ORD), a public repository of structured organic reaction records The reactants are C(=O)([O-])[O-].[K+].[K+] (K2CO3), ClC1=CC2=C(C=N1)C(=NN2C(=O)OCC)OCCOC (Ethyl 6-chloro-3-(2-methoxyethoxy)-1H-pyrazolo[4,3-c]pyridine-1-carboxylate), P(=O)([O-])([O-])[O-].[K+].[K+].[K+] (tripotassium phosphate), C1(=CC=CC=C1)[C@@H](C)NC(=O)N ((R)-1-(1-phenylethyl)urea), CC(C)(C)P(C1=CC=NN1C2=C(N(N=C2C3=CC=CC=C3)C4=CC=CC=C4)C5=CC=CC=C5)C(C)(C)C (bippyphos). Reagents/catalysts: C=1C=CC(=CC1)/C=C/C(=O)/C=C/C2=CC=CC=C2.C=1C=CC(=CC1)/C=C/C(=O)/C=C/C2=CC=CC=C2.C=1C=CC(=CC1)/C=C/C(=O)/C=C/C2=CC=CC=C2.[Pd].[Pd] (Pd2(dba)3). Solvent: COCCOC (DME). Run at temperature 85 celsius, time 16 hour. The product is COCCOC1=NNC2=C1C=NC(=C2)NC(=O)N[C@H](C)C2=CC=CC=C2 ((R)-1-(3-(2-methoxyethoxy)-1H-pyrazolo[4,3-c]pyridin-6-yl)-3-(1-phenylethyl)urea). RXN SMILES: Cl[C:2]1[N:7]=[CH:6][C:5]2[C:8]([O:16][CH2:17][CH2:18][O:19][CH3:20])=[N:9][N:10](C(OCC)=O)[C:4]=2[CH:3]=1.[C:21]1([C@H:27]([NH:29][C:30]([NH2:32])=[O:31])[CH3:28])[CH:26]=[CH:25][CH:24]=[CH:23][CH:22]=1.CC(P(C(C)(C)C)C1N(C2C(C3C=CC=CC=3)=NN(C3C=CC=CC=3)C=2C2C=CC=CC=2)N=CC=1)(C)C.P([O-])([O-])([O-])=O.[K+].[K+].[K+].C([O-])([O-])=O.[K+].[K+]>COCCOC.C1C=CC(/C=C/C(/C=C/C2C=CC=CC=2)=O)=CC=1.C1C=CC(/C=C/C(/C=C/C2C=CC=CC=2)=O)=CC=1.C1C=CC(/C=C/C(/C=C/C2C=CC=CC=2)=O)=CC=1.[Pd].[Pd]>[CH3:20][O:19][CH2:18][CH2:17][O:16][C:8]1[C:5]2[CH:6]=[N:7][C:2]([NH:32][C:30]([NH:29][C@@H:27]([C:21]3[CH:26]=[CH:25][CH:24]=[CH:23][CH:22]=3)[CH3:28])=[O:31])=[CH:3][C:4]=2[NH:10][N:9]=1 |f:3.4.5.6,7.8.9,11.12.13.14.15|. Procedure details: Ethyl 6-chloro-3-(2-methoxyethoxy)-1H-pyrazolo[4,3-c]pyridine-1-carboxylate (100 mg, 0.334 mmol), (R)-1-(1-phenylethyl)urea (68.5 mg, 0.417 mmol), bippyphos (15.21 mg, 0.030 mmol), Pd2(dba)3 (7.4 mg, 8.08 μmol), and tripotassium phosphate (106 mg, 0.500 mmol) were taken up in DME (1.6 mL) in a 5 mL microwave vial. The vial was evacuated and back-filled with N2 (×3) and the reaction stirred at 85° C. for 16 h. Room temperature was attained, the reaction mixture filtered through Celite, eluting wi...